Dataset: the Open Reaction Database (ORD), a public repository of structured organic reaction records. Task: describe an organic reaction: reactants, conditions, products, and yield Reactants: [H-].[Al+3].[Li+].[H-].[H-].[H-] (Lithium aluminium hydride), C(C1=CC=CC=C1)N1CC(CC1)NC1=NC=C(C(=N1)C)C(=O)OCC1=CC=CC=C1 (benzyl 2-[(1-benzyl-3-pyrrolidinyl)amino]-4-methyl-5-pyrimidinecarboxylate), O (H2O), [OH-].[Na+] (NaOH), O (H2O), resultant mixture. Solvent: C1CCOC1 (THF). Conditions: temperature 10 celsius. The product is C(C1=CC=CC=C1)N1CC(CC1)NC1=NC=C(C(=N1)C)CO ({2-[(1-benzyl-3-pyrrolidinyl)amino]-4-methyl-5-pyrimidinyl}methanol). The yield is 32.5%. RXN SMILES: [H-].[Al+3].[Li+].[H-].[H-].[H-].[CH2:7]([N:14]1[CH2:18][CH2:17][CH:16]([NH:19][C:20]2[N:25]=[C:24]([CH3:26])[C:23]([C:27](OCC3C=CC=CC=3)=[O:28])=[CH:22][N:21]=2)[CH2:15]1)[C:8]1[CH:13]=[CH:12][CH:11]=[CH:10][CH:9]=1.O.[OH-].[Na+]>C1COCC1>[CH2:7]([N:14]1[CH2:18][CH2:17][CH:16]([NH:19][C:20]2[N:25]=[C:24]([CH3:26])[C:23]([CH2:27][OH:28])=[CH:22][N:21]=2)[CH2:15]1)[C:8]1[CH:13]=[CH:12][CH:11]=[CH:10][CH:9]=1 |f:0.1.2.3.4.5,8.9|. Procedure details: Lithium aluminium hydride (646 mg) was portionwise added to a solution of benzyl 2-[(1-benzyl-3-pyrrolidinyl)amino]-4-methyl-5-pyrimidinecarboxylate (4.56 g) in THF (60 ml) with stirring at 5-15° C. under atmospheric pressure of nitrogen, and the reaction mixture was stirred at 5-20° C. for 2 hours. The reaction mixture was cooled at 5° C. and H2O (0.7 ml), 15% NaOH solution (0.7 ml) and H2O (2.1 ml) was added and the resultant mixture was stirred at ambient temperature for 30 minutes. The react... Reactants: C=1C=CC2=C(C1)N=NN2O (HOBt), CCN=C=NCCCN(C)C (EDCI), N([C@@H](C(C)C)C(=O)O)C(=O)OCC1=CC=CC=C1 (Z-Val-OH), N[C@@H](C(C)C)C(=O)N([C@@H](C(C)C)C(=O)N1[C@H](C(=O)OC)CCC1)C (H-Val-MeVal-Pro-OMe). The solvent is ClCCl (dichloromethane), ClCCl (dichloromethane). Conditions: temperature 0 celsius, time 8 hour. Product: N([C@@H](C(C)C)C(=O)N[C@@H](C(C)C)C(=O)N([C@@H](C(C)C)C(=O)N1[C@H](C(=O)OC)CCC1)C)C(=O)OCC1=CC=CC=C1 (Z-Val-Val-MeVal-Pro-OMe). Yield: 91.2%. Reaction SMILES: [NH:1]([C:9]([O:11][CH2:12][C:13]1[CH:18]=[CH:17][CH:16]=[CH:15][CH:14]=1)=[O:10])[C@H:2]([C:6]([OH:8])=O)[CH:3]([CH3:5])[CH3:4].[NH2:19][C@H:20]([C:24]([N:26]([CH3:42])[C@H:27]([C:31]([N:33]1[CH2:41][CH2:40][CH2:39][C@H:34]1[C:35]([O:37][CH3:38])=[O:36])=[O:32])[CH:28]([CH3:30])[CH3:29])=[O:25])[CH:21]([CH3:23])[CH3:22].C1C=CC2N(O)N=NC=2C=1.CCN=C=NCCCN(C)C>ClCCl>[NH:1]([C:9]([O:11][CH2:12][C:13]1[CH:18]=[CH:17][CH:16]=[CH:15][CH:14]=1)=[O:10])[C@H:2]([C:6]([NH:19][C@H:20]([C:24]([N:26]([CH3:42])[C@H:27]([C:31]([N:33]1[CH2:41][CH2:40][CH2:39][C@H:34]1[C:35]([O:37][CH3:38])=[O:36])=[O:32])[CH:28]([CH3:30])[CH3:29])=[O:25])[CH:21]([CH3:22])[CH3:23])=[O:8])[CH:3]([CH3:4])[CH3:5]. Reported procedure: 15.29 g (61 mmol) Z-Val-OH and 21.96 g (61 mmol) H-Val-MeVal-Pro-OMe were dissolved in 610 ml dichloromethane and cooled to 0° C. After addition of 8.16 ml (73.2 mmol) N-Methylmoropholine, 2.77 g (20.3 mmol) HOBt and 11.74 g (61 mmol) EDCI, the reaction mixture was stirred overnight at room temperature, diluted with dichloromethane and thoroughly washed with saturated aqueous NaHCO3 solution (3×), water (1×), 5% citric acid (3×) and saturated NaCl solution. The organic phase was dried over sodiu... Reagents/catalysts: [Pd] (Pd/C). The reactants are N(=[N+]=[N-])C=1C(=C2C(=NC1)N(C=C2)[Si](C(C)C)(C(C)C)C(C)C)Cl (5-Azido-4-chloro-1-triisopropylsilanyl-1H-pyrrolo[2,3-b]pyridine), [H][H] (hydrogen). The solvent is C(C)(=O)OCC (ethyl acetate). The yield is 49.0%. As a reaction SMILES: [N:1]([C:4]1[C:5]([Cl:23])=[C:6]2[CH:12]=[CH:11][N:10]([Si:13]([CH:20]([CH3:22])[CH3:21])([CH:17]([CH3:19])[CH3:18])[CH:14]([CH3:16])[CH3:15])[C:7]2=[N:8][CH:9]=1)=[N+]=[N-].[H][H]>C(OCC)(=O)C.[Pd]>[Cl:23][C:5]1[C:4]([NH2:1])=[CH:9][N:8]=[C:7]2[N:10]([Si:13]([CH:17]([CH3:19])[CH3:18])([CH:20]([CH3:22])[CH3:21])[CH:14]([CH3:15])[CH3:16])[CH:11]=[CH:12][C:6]=12. Procedure: 4-Chloro-1-triisopropylsilanyl-1H-pyrrolo[2,3-b]pyridine (10 g, 32.5 mmol) was dissolved in THF (250 mL) and cooled to −78° C. Sec-Butyllithium ( 54.8 mL, 1.3M/cyclohexane, 71.4 mmol.) was then added dropwise and the solution was stirred for 20 min. A solution of tosylazide (16 g, 81.2 mmol.) in THF (100 mL) was added and the mixture was stirred for 1 h. The reaction mixture was quenched with saturated ammonium chloride (50 mL) and warmed to RT. This mixture was extracted with hexanes (2×200 mL)... The product is ClC1=C2C(=NC=C1N)N(C=C2)[Si](C(C)C)(C(C)C)C(C)C (4-chloro-1-triisopropylsilanyl-1H-pyrrolo[2,3-b]pyridin-5-ylamine). Starting materials: N1=C(C=CC=C1)CC1=CC=C(C=C1)NC(\C=C\C1=CC(=CC=C1)C1=CC=C(C=C1)C)=O ((E)-N-[4-(2-pyridylmethyl)phenyl]3-(4-methylphenyl)cinnamamide), ClC1=CC(=CC=C1)C(=O)OO (3-chloroperbenzoic acid), S(=S)(=O)([O-])[O-].[Na+].[Na+] (sodium thiosulfate). Run in O1CCCC1 (tetrahydrofuran). Run at time 18 hour. Yields the product [O-][N+]1=C(C=CC=C1)CC1=CC=C(C=C1)NC(\C=C\C1=CC(=CC=C1)C1=CC=C(C=C1)C)=O ((E)-N-[4-(1-oxidopyridin-2-ylmethyl)-phenyl]-3-(4-methylphenyl)cinnamamide). The yield is 57.3%. Reaction SMILES: [N:1]1[CH:6]=[CH:5][CH:4]=[CH:3][C:2]=1[CH2:7][C:8]1[CH:13]=[CH:12][C:11]([NH:14][C:15](=[O:31])/[CH:16]=[CH:17]/[C:18]2[CH:23]=[CH:22][CH:21]=[C:20]([C:24]3[CH:29]=[CH:28][C:27]([CH3:30])=[CH:26][CH:25]=3)[CH:19]=2)=[CH:10][CH:9]=1.ClC1C=CC=C(C(OO)=[O:40])C=1.S([O-])([O-])(=O)=S.[Na+].[Na+]>O1CCCC1>[O-:40][N+:1]1[CH:6]=[CH:5][CH:4]=[CH:3][C:2]=1[CH2:7][C:8]1[CH:9]=[CH:10][C:11]([NH:14][C:15](=[O:31])/[CH:16]=[CH:17]/[C:18]2[CH:23]=[CH:22][CH:21]=[C:20]([C:24]3[CH:29]=[CH:28][C:27]([CH3:30])=[CH:26][CH:25]=3)[CH:19]=2)=[CH:12][CH:13]=1 |f:2.3.4|. Procedure: To a solution of (E)-N-[4-(2-pyridylmethyl)phenyl]3-(4-methylphenyl)cinnamamide (302 mg) in tetrahydrofuran (10 ml) was added 3-chloroperbenzoic acid (70%, 0.27 g) at 0° C., and the mixture was stirred at room temperature for 18 hours. To the reaction mixture was added sodium thiosulfate solution, and the mixture was stirred for a few minutes. The mixture was extracted with ethyl acetate. The organic layer was washed with saturated sodium bicarbonate solution and saturated sodium chloride soluti... Starting materials: BrC1(C(NC2=CC(=CC=C12)Cl)=O)C(CCC(=O)O)C1=CC(=CC=C1)Cl (4-(3-bromo-6-chloro-2-oxoindolin-3-yl)-4-(3-chlorophenyl)butanoic acid), CO (MeOH). Reagents/catalysts: S(O)(O)(=O)=O (sulfuric acid). Run at time 18 hour. Yields the product BrC1(C(NC2=CC(=CC=C12)Cl)=O)C(CCC(=O)OC)C1=CC(=CC=C1)Cl (methyl 4-(3-bromo-6-chloro-2-oxoindolin-3-yl)-4-(3-chlorophenyl)butanoate). RXN SMILES: [Br:1][C:2]1([CH:13]([C:19]2[CH:24]=[CH:23][CH:22]=[C:21]([Cl:25])[CH:20]=2)[CH2:14][CH2:15][C:16]([OH:18])=[O:17])[C:10]2[C:5](=[CH:6][C:7]([Cl:11])=[CH:8][CH:9]=2)[NH:4][C:3]1=[O:12].[CH3:26]O>S(=O)(=O)(O)O>[Br:1][C:2]1([CH:13]([C:19]2[CH:24]=[CH:23][CH:22]=[C:21]([Cl:25])[CH:20]=2)[CH2:14][CH2:15][C:16]([O:18][CH3:26])=[O:17])[C:10]2[C:5](=[CH:6][C:7]([Cl:11])=[CH:8][CH:9]=2)[NH:4][C:3]1=[O:12]. Reported procedure: To a solution of 4-(3-bromo-6-chloro-2-oxoindolin-3-yl)-4-(3-chlorophenyl)butanoic acid (Example 62, Step E) (5.38 g, 12.14 mmol) in MeOH (120 mL) at room temperature was added one drop of concentrated sulfuric acid. The reaction mixture was stirred at room temperature for 18 h and then concentrated under reduced pressure. The residue was purified by flash chromatography on silica gel (eluent: 0 to 50% EtOAc in hexanes) to give the title compound. Starting materials: FC=1C=C2CCC(C2=CC1)=O (5-fluoroindan-1-one), O1CCOC2=C1C=CC=C2C2(CCNCC2)O (4-(2,3-dihydro[1,4]benzodioxin-5-yl)-4-hydroxypiperidine). The product is O1CCOC2=C1C=CC=C2C2(CCN(CC2)[C@H]2[C@@H](C1=CC=C(C=C1C2)F)O)O (Trans-2-[4-(2,3-dihydro [1,4]benzodioxin-5-yl)-4-hydroxypiperid-1-yl]-5-fluoroindan-1-ol). RXN SMILES: [F:1][C:2]1[CH:3]=[C:4]2[C:8](=[CH:9][CH:10]=1)[C:7](=[O:11])[CH2:6][CH2:5]2.[O:12]1[C:17]2[CH:18]=[CH:19][CH:20]=[C:21]([C:22]3([OH:28])[CH2:27][CH2:26][NH:25][CH2:24][CH2:23]3)[C:16]=2[O:15][CH2:14][CH2:13]1>>[O:12]1[C:17]2[CH:18]=[CH:19][CH:20]=[C:21]([C:22]3([OH:28])[CH2:23][CH2:24][N:25]([C@@H:6]4[CH2:5][C:4]5[C:8](=[CH:9][CH:10]=[C:2]([F:1])[CH:3]=5)[C@H:7]4[OH:11])[CH2:26][CH2:27]3)[C:16]=2[O:15][CH2:14][CH2:13]1. Procedure: Prepared using, in succession, the methods described in Examples 1 and 2, but using 5-fluoroindan-1-one in Step 1 of Example 1, and using 4-(2,3-dihydro[1,4]benzodioxin-5-yl)-4-hydroxypiperidine in Step 2 of Example 1. Reactants: CC(=O)[O-].[Na+] (NaOAc), C(C)(C)(C)OC(=O)N1CCC(CC1)(C(C1=CC=CC=C1)C(=O)O)O (4-hydroxy-4-(1-carboxy-1-phenyl-methyl)piperidine-1-carboxylic acid tert-butyl ester). The solvent is CC(=O)OC(=O)C (Ac2O). Run at time 4 hour. Yields the product C(C)(C)(C)OC(=O)N1CCC(CC1)=C(C(=O)O)C1=CC=CC=C1 (4-(1-Phenyl-1-carboxy-methylene)piperidine-1-carboxylic Acid Tert-Butyl Ester). Isolated yield 92.0%. Reaction SMILES: CC([O-])=O.[Na+].[C:6]([O:10][C:11]([N:13]1[CH2:18][CH2:17][C:16](O)([CH:19]([C:26]([OH:28])=[O:27])[C:20]2[CH:25]=[CH:24][CH:23]=[CH:22][CH:21]=2)[CH2:15][CH2:14]1)=[O:12])([CH3:9])([CH3:8])[CH3:7]>CC(OC(C)=O)=O>[C:6]([O:10][C:11]([N:13]1[CH2:18][CH2:17][C:16](=[C:19]([C:20]2[CH:21]=[CH:22][CH:23]=[CH:24][CH:25]=2)[C:26]([OH:28])=[O:27])[CH2:15][CH2:14]1)=[O:12])([CH3:9])([CH3:7])[CH3:8] |f:0.1|. Procedure details: A mixture of NaOAc (16.3 g, 0.20 mol) and 4-hydroxy-4-(1-carboxy-1-phenyl-methyl)piperidine-1-carboxylic acid tert-butyl ester (33.3 g, 0.099 mol) were dissolved in Ac2O (110 mL) in a sealed tube and allowed to stir at rt for 4 h. The mixture was then heated at 70° C. for 16 h, after which the volatiles were removed in vacuo. The residue was subsequently diluted with EtOAc and 300 mL of 1M NaOH was added. This mixture was stirred for 2 h and then the pH was adjusted to 2 using conc. HCl. The mix... The reactants are C(CCCCCCCCCCCCCCCCC)N(C=O)CCCCCCCCCCCCCCCCCC (dioctadecylformamide), P(O)(O)O (phosphorous acid), P(Cl)(Cl)Cl (phosphorus trichloride). Run in O (water). Yields the product C(CCCCCCCCCCCCCCCCC)N(CCCCCCCCCCCCCCCCCC)C(P(O)(=O)O)P(O)(=O)O (N,N-dioctadecylaminomethanediphosphonic acid). The yield is 65.0%. Reaction SMILES: [CH2:1]([N:19]([CH2:22][CH2:23][CH2:24][CH2:25][CH2:26][CH2:27][CH2:28][CH2:29][CH2:30][CH2:31][CH2:32][CH2:33][CH2:34][CH2:35][CH2:36][CH2:37][CH2:38][CH3:39])[CH:20]=O)[CH2:2][CH2:3][CH2:4][CH2:5][CH2:6][CH2:7][CH2:8][CH2:9][CH2:10][CH2:11][CH2:12][CH2:13][CH2:14][CH2:15][CH2:16][CH2:17][CH3:18].[P:40]([OH:43])([OH:42])[OH:41].P(Cl)(Cl)Cl>O>[CH2:1]([N:19]([CH:20]([P:40]([OH:43])(=[O:41])[OH:42])[P:40]([OH:43])(=[O:42])[OH:41])[CH2:22][CH2:23][CH2:24][CH2:25][CH2:26][CH2:27][CH2:28][CH2:29][CH2:30][CH2:31][CH2:32][CH2:33][CH2:34][CH2:35][CH2:36][CH2:37][CH2:38][CH3:39])[CH2:2][CH2:3][CH2:4][CH2:5][CH2:6][CH2:7][CH2:8][CH2:9][CH2:10][CH2:11][CH2:12][CH2:13][CH2:14][CH2:15][CH2:16][CH2:17][CH3:18]. Reported procedure: 137 parts of about 90% dioctadecylformamide and 20.5 parts of phosphorous acid were slowly reacted with 34.3 parts of phosphorus trichloride at 70°C and the mixture was maintained for 3 hours at this temperature. At this time, it was hydrolyzed with 500 parts of water. The product was filtered by suction, and the residue was dissolved in alcohol, precipitated again with acetone, isolated and dried in vacuo at 50°C over P2O5. N,N-dioctadecylaminomethanediphosphonic acid was obtained in a yield of...